Dataset: the Open Reaction Database (ORD), a public repository of structured organic reaction records. Task: describe an organic reaction: reactants, conditions, products, and yield Starting materials: COc1ccc(CN2CC3C=CC(C2)C3(OC)OC)cc1, CCOC(C)=O. Yields the product COc1ccc(CN2CC3CCC(C2)C3(OC)OC)cc1. RXN SMILES: [CH3:1][O:2][C:3]1([O:20][CH3:21])[CH:4]2[CH2:5][N:6]([CH2:11][c:12]3[cH:13][cH:14][c:15]([O:18][CH3:19])[cH:16][cH:17]3)[CH2:7][CH:8]1[CH:9]=[CH:10]2.[CH3:22][CH2:23][O:24][C:25]([CH3:26])=[O:27]>>[CH3:1][O:2][C:3]1([O:20][CH3:21])[CH:4]2[CH2:5][N:6]([CH2:11][c:12]3[cH:13][cH:14][c:15]([O:18][CH3:19])[cH:16][cH:17]3)[CH2:7][CH:8]1[CH2:9][CH2:10]2. Starting materials: O (water), ICC (iodoethane), C([O-])([O-])=O.[K+].[K+] (potassium carbonate), CC1=CC=C(S1)C(=O)O (5-Methyl-2-thiophenecarboxylic acid). The solvent is CN(C=O)C (N,N-dimethylformamide). Conditions: time 15 hour. Yields the product C(C)OC(=O)C1=C(SC=C1)C (2-methyl-3-thiophenecarboxylic acid ethyl ester). RXN SMILES: C[C:2]1[S:6][C:5]([C:7](O)=O)=[CH:4][CH:3]=1.I[CH2:11][CH3:12].[C:13](=O)([O-:15])[O-:14].[K+].[K+].O>CN(C)C=O>[CH2:11]([O:15][C:13]([C:4]1[CH:3]=[CH:2][S:6][C:5]=1[CH3:7])=[O:14])[CH3:12] |f:2.3.4|. Procedure details: 5-Methyl-2-thiophenecarboxylic acid (2.84 g) was dissolved in N,N-dimethylformamide (30 ml), and iodoethane (1.68 ml) and potassium carbonate (2.76 g) were added. The mixture was stirred at room temperature for 15 hours, poured into water and extracted with diethyl ether. The extract was washed with 5% aqueous potassium hydrogen sulfate, dried over anhydrous magnesium sulfate and concentrated under reduced pressure to give 2-methyl-3-thiophenecarboxylic acid ethyl ester (1.84 g). 5-Methyl-2-thio... Reactants: [Al] (aluminium), C(CC(C)C)C1CCC(CC1)O (4-isoamylcyclohexanol), CC(=CCC1=CC=C(C=C1)O)C (4-(3-methyl-but-2-enyl)-phenol). Reagents/catalysts: [Fe] (iron), [Ni] (nickel), [Fe].[Ni] (nickel-iron). Solvent: O (water). Reaction conditions: time 6 hour. Yields the product C(CC(C)C)[C@H]1CC[C@H](CC1)O (cis-4-isoamylcyclohexanol), C(CC(C)C)[C@@H]1CC[C@H](CC1)O (trans-4-isoamylcyclohexanol), crude product. Isolated yield 66.3%. Reaction SMILES: [CH3:1][C:2]([CH3:12])=[CH:3][CH2:4][C:5]1[CH:10]=[CH:9][C:8]([OH:11])=[CH:7][CH:6]=1.[Al].[CH2:14]([CH:19]1[CH2:24][CH2:23][CH:22]([OH:25])[CH2:21][CH2:20]1)[CH2:15][CH:16]([CH3:18])[CH3:17]>[Fe].[Ni].[Ni].[Fe].O>[CH2:4]([C@@H:5]1[CH2:6][CH2:7][C@H:8]([OH:11])[CH2:9][CH2:10]1)[CH2:3][CH:2]([CH3:12])[CH3:1].[CH2:14]([C@H:19]1[CH2:20][CH2:21][C@H:22]([OH:25])[CH2:23][CH2:24]1)[CH2:15][CH:16]([CH3:18])[CH3:17] |f:3.4|. Procedure: 165 g 4-(3-methyl-but-2-enyl)-phenol, 2 wt. % Raney nickel-iron (composition of the catalyst: 45% nickel, 3% aluminium, 8% iron; water content 44%) are initially introduced into a stirred autoclave with a gassing stirrer. Hydrogenation is carried out for 6 hours at 170° C. under a hydrogen pressure of 20 bar. After filtration, 165 g of crude product are obtained. 158 g 4-isoamylcyclohexanol (b.p.: 65° C., 0.6 mbar), which has the following composition: 33.1% cis-4-isoamylcyclohexanol and 66.3% t... Reactants: NC1=NC=C(C=N1)Br (2-amino-5-bromopyrimidine), N1=C(C=CC=C1)B(O)O (2-pyridylboronic acid), [OH-].[Ba+2].[OH-] (barium hydroxide), COCCOC (DME). The solvent is O (water). Run at temperature 80 celsius, time 4 hour. The product is N1=C(C=CC=C1)C=1C=NC(=NC1)N (5-(Pyrid-2-yl)-2-aminopyrimidine). Reaction SMILES: [NH2:1][C:2]1[N:7]=[CH:6][C:5](Br)=[CH:4][N:3]=1.[N:9]1[CH:14]=[CH:13][CH:12]=[CH:11][C:10]=1B(O)O.[OH-].[Ba+2].[OH-].COCCOC>O>[N:9]1[CH:14]=[CH:13][CH:12]=[CH:11][C:10]=1[C:5]1[CH:4]=[N:3][C:2]([NH2:1])=[N:7][CH:6]=1 |f:2.3.4|. Reported procedure: A mixture of 2-amino-5-bromopyrimidine (0.299 g, 1.72 mmol), 2-pyridylboronic acid (1.57 g, 12.79 mmol), barium hydroxide (0.813 mg, 2.58 mmol), DME (8 mL) and water (1.5 mL) is purged with dry argon. Tetrakis(triphenylphosphine) palladium(0) (99.0 mg, 0.086 inmol) is added, and the resultant solution is stirred at 80° C. for 4 hours. The solvents are evaporated in vacuo, and the residue is partitioned between EtOAc and water. The aqueous extract is separated, and extracted with EtOAc. The organ... Starting materials: NC=1C=C(C(=NC1)Cl)Cl (5-Amino-2,3-dichloropyridine), B(F)(F)F.CCOCC (boron trifluoride etherate), CCCCCC (Hexane), C(C)(C)(C)ON=O (t-butylnitrite). Run in ClCCl (dichloromethane), ClCCl (Dichloromethane), ClCCl (dichloromethane). Conditions: temperature -5 celsius, time 15 minute. The product is ClC1=NC=C(C=C1Cl)F (2,3-dichloro-5-fluoropyridine). As a reaction SMILES: N[C:2]1[CH:3]=[C:4]([Cl:9])[C:5]([Cl:8])=[N:6][CH:7]=1.B(F)(F)[F:11].CCOCC.C(ON=O)(C)(C)C.CCCCCC>ClCCl>[Cl:8][C:5]1[C:4]([Cl:9])=[CH:3][C:2]([F:11])=[CH:7][N:6]=1 |f:1.2|. Procedure details: 5-Amino-2,3-dichloropyridine (0.80 g) in dichloromethane (10 ml) was added to boron trifluoride etherate (0.92 ml) at -15° C. under nitrogen. Dichloromethane (15 ml) was added followed by t-butylnitrite (0.71 ml) in dichloromethane (5 ml). After 15 minutes the mixture was allowed to warm to -5° C. over 20 minutes. Hexane was added and the resulting solid was filtered, air-dried and washed with ether and stored at approximately -20° C. overnight. The solid was then heated until gas evolution had ... Reactants: CC(C)(C)P(c1ccccc1-c1ccccc1)C(C)(C)C, CC(C)(C)[O-], O=C(C=Cc1ccccc1)C=Cc1ccccc1, O=C(C=Cc1ccccc1)C=Cc1ccccc1, O=C(C=Cc1ccccc1)C=Cc1ccccc1, Cc1cc(Nc2nn(-c3ccc(Cl)cc3)c(=O)c3ccccc23)n[nH]1, Nc1ccccc1, [Na+], [Pd], [Pd]. Product: Cc1cc(Nc2nn(-c3ccc(Nc4ccccc4)cc3)c(=O)c3ccccc23)n[nH]1. As a reaction SMILES: [C:39]([P:40]([C:41]([CH3:42])([CH3:43])[CH3:44])[c:45]1[cH:46][cH:47][cH:48][cH:49][c:50]1-[c:51]1[cH:52][cH:53][cH:54][cH:55][cH:56]1)([CH3:57])([CH3:58])[CH3:59].[CH3:33][C:34]([CH3:35])([O-:36])[CH3:37].[CH:62](=[CH:63][C:64]([CH:65]=[CH:66][c:67]1[cH:68][cH:69][cH:70][cH:71][cH:72]1)=[O:73])[c:74]1[cH:75][cH:76][cH:77][cH:78][cH:79]1.[CH:80](=[CH:81][C:82]([CH:83]=[CH:84][c:85]1[cH:86][cH:87][cH:88][cH:89][cH:90]1)=[O:91])[c:92]1[cH:93][cH:94][cH:95][cH:96][cH:97]1.[CH:98](=[CH:99][C:100]([CH:101]=[CH:102][c:103]1[cH:104][cH:105][cH:106][cH:107][cH:108]1)=[O:109])[c:110]1[cH:111][cH:112][cH:113][cH:114][cH:115]1.[Cl:1][c:2]1[cH:3][cH:4][c:5](-[n:8]2[c:9](=[O:25])[c:10]3[cH:11][cH:12][cH:13][cH:14][c:15]3[c:16]([NH:18][c:19]3[n:20][nH:21][c:22]([CH3:24])[cH:23]3)[n:17]2)[cH:6][cH:7]1.[NH2:26][c:27]1[cH:28][cH:29][cH:30][cH:31][cH:32]1.[Na+:38].[Pd:60].[Pd:61]>>[c:2]1([NH:26][c:27]2[cH:28][cH:29][cH:30][cH:31][cH:32]2)[cH:3][cH:4][c:5](-[n:8]2[c:9](=[O:25])[c:10]3[cH:11][cH:12][cH:13][cH:14][c:15]3[c:16]([NH:18][c:19]3[n:20][nH:21][c:22]([CH3:24])[cH:23]3)[n:17]2)[cH:6][cH:7]1.